This data is from the Open Reaction Database (ORD), a public repository of structured organic reaction records. The task is: describe an organic reaction: reactants, conditions, products, and yield The reactants are C=1C=CC2=C(C1)N=NN2O (HOBT), CCN(C(C)C)C(C)C (DIEA), C(C)(C)(C)OC(=O)N1CCC(CC1)OC1=CC(=C(C=C1)CC(=O)O)OCC(F)(F)F (4-(N-tert-butyloxycarbonyl-4-piperidinyloxy)-2-(2,2,2-trifluoroethoxy)phenylacetic acid), N1CCC(CC1)N1C(CCC2=CC=CC=C12)=O (1-(piperidin-4-yl)-3,4-dihydroquinolin-2(1H)-one). Run in CN(C)C=O (DMF), C(CCl)Cl (EDC). Conditions: time 14 hour. The product is C(C)(C)(C)OC(=O)N1CCC(CC1)OC1=CC(=C(C=C1)CC(=O)N1CCC(CC1)N1C(CCC2=CC=CC=C12)=O)OCC(F)(F)F (1-(1-(4-(N-tert-butyloxycarbonyl-4-piperidinyloxy)-2-(2,2,2-trifluoroethoxy)phenylacetyl)piperidin-4-yl)-3,4-dihydro-quinolin-2(1H)-one). As a reaction SMILES: [C:1]([O:5][C:6]([N:8]1[CH2:13][CH2:12][CH:11]([O:14][C:15]2[CH:20]=[CH:19][C:18]([CH2:21][C:22](O)=[O:23])=[C:17]([O:25][CH2:26][C:27]([F:30])([F:29])[F:28])[CH:16]=2)[CH2:10][CH2:9]1)=[O:7])([CH3:4])([CH3:3])[CH3:2].[NH:31]1[CH2:36][CH2:35][CH:34]([N:37]2[C:46]3[C:41](=[CH:42][CH:43]=[CH:44][CH:45]=3)[CH2:40][CH2:39][C:38]2=[O:47])[CH2:33][CH2:32]1.C1C=CC2N(O)N=NC=2C=1.CCN(C(C)C)C(C)C>CN(C=O)C.C(Cl)CCl>[C:1]([O:5][C:6]([N:8]1[CH2:13][CH2:12][CH:11]([O:14][C:15]2[CH:20]=[CH:19][C:18]([CH2:21][C:22]([N:31]3[CH2:36][CH2:35][CH:34]([N:37]4[C:46]5[C:41](=[CH:42][CH:43]=[CH:44][CH:45]=5)[CH2:40][CH2:39][C:38]4=[O:47])[CH2:33][CH2:32]3)=[O:23])=[C:17]([O:25][CH2:26][C:27]([F:30])([F:29])[F:28])[CH:16]=2)[CH2:10][CH2:9]1)=[O:7])([CH3:2])([CH3:4])[CH3:3]. Procedure details: To a stirred solution of 4-(N-tert-butyloxy-carbonyl-4-piperidinyloxy)-2-(2,2,2-trifluoroethoxy)phenylacetic acid from Step 8 of Example 1 and 1-(piperidin-4-yl)-3,4-dihydroquinolin-2(1H)-one prepared by the method of Ogawa, et al., J. Med. Chem. (1993), vol. 36, pp. 2011-2017) in DMF was added HOBT, EDC, and DIEA. The solution was stirred at ambient temperature for 14 h. The solvent was removed under reduced pressure and the residue was partitioned between EtOAc (100 mL) and 0.25 M aqueous citr...